From a dataset of the Open Reaction Database (ORD), a public repository of structured organic reaction records. describe an organic reaction: reactants, conditions, products, and yield Reactants: O=S(=O)(O)Cl, CS(=O)(=O)CCc1cccc(NC(=O)C(F)(F)F)c1. Product: CS(=O)(=O)CCc1cc(NC(=O)C(F)(F)F)ccc1S(=O)(=O)O. Reaction SMILES: [Cl:1][S:2](=[O:3])(=[O:4])[OH:5].[F:6][C:7]([C:8](=[O:9])[NH:10][c:11]1[cH:12][c:13]([CH2:17][CH2:18][S:19](=[O:20])(=[O:21])[CH3:22])[cH:14][cH:15][cH:16]1)([F:23])[F:24]>>[S:2](=[O:3])(=[O:4])([OH:5])[c:14]1[c:13]([CH2:17][CH2:18][S:19](=[O:20])(=[O:21])[CH3:22])[cH:12][c:11]([NH:10][C:8]([C:7]([F:6])([F:23])[F:24])=[O:9])[cH:16][cH:15]1. The reactants are NC(C(=O)OCC1=CC=CC=C1)(CC)C (benzyl 2-amino-2-methylbutyrate), C=O (formalin). Run in CCOCC (ether). Run at time 4 hour. Product: C=NC(C(=O)OCC1=CC=CC=C1)(C)C (Benzyl 2-(N-methylenamino)-2-methylpropionate). The yield is 106.7%. As a reaction SMILES: [NH2:1][C:2]([CH3:15])([CH2:13]C)[C:3]([O:5][CH2:6][C:7]1[CH:12]=[CH:11][CH:10]=[CH:9][CH:8]=1)=[O:4].[CH2:16]=O>CCOCC>[CH2:16]=[N:1][C:2]([CH3:15])([CH3:13])[C:3]([O:5][CH2:6][C:7]1[CH:12]=[CH:11][CH:10]=[CH:9][CH:8]=1)=[O:4]. Reported procedure: To benzyl 2-amino-2-methylbutyrate (12.96 g) was dropped at room temperature 37% formalin (7.62 g), and the mixture was stirred for 4 h. The reaction mixture was dissolved in ether and washed with water. The organic phase was dried over magnesium sulfate, filtered and evaporated to get the captioned compound (13.7 g). Starting materials: C(C)(C)(C)OC(NCC1=CC=C(C=C1)C1=CC(=NN1C1=CC=C(C=C1)OC)C(C)(C)O)=O (tert-butyl{4-[3-(1-hydroxy-1-methyl-ethyl)-1-(4-methoxyphenyl)-1H-pyrazol-5-yl]benzyl}-carbamate), CS(=O)(=O)Cl (methane sulfonyl chloride). Solvent: CCN(CC)CC (Et3N). Run at time 8 hour. Yields the product C(=C)(C)C1=NN(C(=C1)C1=CC=C(CNC(OC(C)(C)C)=O)C=C1)C1=CC=C(C=C1)OC (tert-butyl {4-[3-isopropenyl-1-(4-methoxyphenyl)-1-H-pyrazol-5-yl]benzyl}carbamate). The yield is 81.3%. RXN SMILES: [C:1]([O:5][C:6](=[O:32])[NH:7][CH2:8][C:9]1[CH:14]=[CH:13][C:12]([C:15]2[N:19]([C:20]3[CH:25]=[CH:24][C:23]([O:26][CH3:27])=[CH:22][CH:21]=3)[N:18]=[C:17]([C:28](O)([CH3:30])[CH3:29])[CH:16]=2)=[CH:11][CH:10]=1)([CH3:4])([CH3:3])[CH3:2].CS(Cl)(=O)=O>CCN(CC)CC>[C:28]([C:17]1[CH:16]=[C:15]([C:12]2[CH:11]=[CH:10][C:9]([CH2:8][NH:7][C:6](=[O:32])[O:5][C:1]([CH3:4])([CH3:3])[CH3:2])=[CH:14][CH:13]=2)[N:19]([C:20]2[CH:25]=[CH:24][C:23]([O:26][CH3:27])=[CH:22][CH:21]=2)[N:18]=1)([CH3:30])=[CH2:29]. Procedure: To a solution of tert-butyl{4-[3-(1-hydroxy-1-methyl-ethyl)-1-(4-methoxyphenyl)-1H-pyrazol-5-yl]benzyl}-carbamate (1.1 g) and Et3N (1.02 g) was added methane sulfonyl chloride (576 mg). The mixture was stirred at ambient temperature overnight. The mixture was concentrated in vacuo. The residue was partitioned between AcOEt and 1M HCl. The organic layer was separated, washed with saturated aqueous sodium bicarbonate solution and saturated aqueous sodium chloride solution, dried over magnesium sul... The reactants are C(C)(C)(C)C=1N=C(C2=C(N1)N(N=N2)CC2=CC=C(C=C2)OC)N2CCOCC2 (4-(5-tert-butyl-3-(4-methoxybenzyl)-3H-[1,2,3]triazolo[4,5-d]pyrimidin-7-yl)morpholine), C(C)(C)(C)C=1N=C(C2=C(N1)N(N=N2)CC2=CC=C(C=C2)OC)Cl (5-tert-butyl-7-chloro-3-(4-methoxybenzyl)-3H-[1,2,3]triazolo[4,5-d]pyrimidine), N1C[C@H](CC1)O ((S)-pyrrolidin-3-ol). Product: C(C)(C)(C)C=1N=C(C2=C(N1)N(N=N2)CC2=CC=C(C=C2)OC)N2C[C@H](CC2)O ((S)-1-[5-tert-Butyl-3-(4-methoxy-benzyl)-3H-[1,2,3]triazolo[4,5-d]pyrimidin-7-yl]-pyrrolidin-3-ol). As a reaction SMILES: [C:1]([C:5]1[N:6]=[C:7]([N:23]2[CH2:28][CH2:27][O:26][CH2:25][CH2:24]2)[C:8]2[N:13]=[N:12][N:11]([CH2:14][C:15]3[CH:20]=[CH:19][C:18]([O:21][CH3:22])=[CH:17][CH:16]=3)[C:9]=2[N:10]=1)([CH3:4])([CH3:3])[CH3:2].C(C1N=C(Cl)C2N=NN(CC3C=CC(OC)=CC=3)C=2N=1)(C)(C)C.N1CC[C@H](O)C1>>[C:1]([C:5]1[N:6]=[C:7]([N:23]2[CH2:28][CH2:27][C@H:25]([OH:26])[CH2:24]2)[C:8]2[N:13]=[N:12][N:11]([CH2:14][C:15]3[CH:20]=[CH:19][C:18]([O:21][CH3:22])=[CH:17][CH:16]=3)[C:9]=2[N:10]=1)([CH3:2])([CH3:3])[CH3:4]. Procedure details: In analogy to the procedure described for the synthesis of 4-(5-tert-butyl-3-(4-methoxybenzyl)-3H-[1,2,3]triazolo[4,5-d]pyrimidin-7-yl)morpholine (example 58, step c), the title compound was prepared from 5-tert-butyl-7-chloro-3-(4-methoxybenzyl)-3H-[1,2,3]triazolo[4,5-d]pyrimidine and (S)-pyrrolidin-3-ol and isolated as light-yellow solid. MS (m/e): 383.3 (MH+). Starting materials: Cc1ncccc1C(=O)O, CN(C)C=O, CCOC(C)=O, CCN(C(C)C)C(C)C, COc1ccccc1NCc1c(-c2ccc(O)cc2OC)ccc2c1C(C)=CC(C)(C)N2. Product: COc1ccccc1NCc1c(-c2ccc(OC(=O)c3cccnc3C)cc2OC)ccc2c1C(C)=CC(C)(C)N2. As a reaction SMILES: [CH3:33][c:34]1[c:35]([C:36](=[O:37])[OH:38])[cH:39][cH:40][cH:41][n:42]1.[CH3:52][N:53]([CH3:54])[CH:55]=[O:56].[CH3:57][CH2:58][O:59][C:60](=[O:61])[CH3:62].[CH:43]([N:44]([CH2:45][CH3:46])[CH:47]([CH3:48])[CH3:49])([CH3:50])[CH3:51].[OH:1][c:2]1[cH:3][c:4]([O:31][CH3:32])[c:5](-[c:8]2[c:9]([CH2:21][NH:22][c:23]3[c:24]([O:29][CH3:30])[cH:25][cH:26][cH:27][cH:28]3)[c:10]3[c:15]([cH:16][cH:17]2)[NH:14][C:13]([CH3:18])([CH3:19])[CH:12]=[C:11]3[CH3:20])[cH:6][cH:7]1>>[O:1]([c:2]1[cH:3][c:4]([O:31][CH3:32])[c:5](-[c:8]2[c:9]([CH2:21][NH:22][c:23]3[c:24]([O:29][CH3:30])[cH:25][cH:26][cH:27][cH:28]3)[c:10]3[c:15]([cH:16][cH:17]2)[NH:14][C:13]([CH3:18])([CH3:19])[CH:12]=[C:11]3[CH3:20])[cH:6][cH:7]1)[C:36]([c:35]1[c:34]([CH3:33])[n:42][cH:41][cH:40][cH:39]1)=[O:37]. Solvent: CN(C=O)C (N,N-dimethylformamide). RXN SMILES: [Br:1][C:2]1[CH:3]=[C:4]2[C:8](=[C:9]([Cl:11])[CH:10]=1)[NH:7][C:6]([C:12]([OH:14])=O)=[CH:5]2.[F:15][B-](F)(F)F.N1(OC(N(C)C)=[N+](C)C)C2C=CC=CC=2N=N1.F[CH:38]1[CH2:43][CH:42]([F:44])[CH2:41][CH2:40][NH:39]1.C(N(CC)C(C)C)(C)C>CN(C)C=O>[Br:1][C:2]1[CH:3]=[C:4]2[C:8](=[C:9]([Cl:11])[CH:10]=1)[NH:7][C:6]([C:12]([N:39]1[CH2:40][CH2:41][C:42]([F:44])([F:15])[CH2:43][CH2:38]1)=[O:14])=[CH:5]2 |f:1.2|. The reactants are BrC=1C=C2C=C(NC2=C(C1)Cl)C(=O)O (5-bromo-7-chloro-1H-indole-2-carboxylic acid), F[B-](F)(F)F.N1(N=NC2=C1C=CC=C2)OC(=[N+](C)C)N(C)C (O-(benzotriazol-1-yl)-N,N,N′,N′-tetramethyluronium tetrafluoroborate), FC1NCCC(C1)F (2,4-difluoro piperidine), C(C)(C)N(C(C)C)CC (N,N-diisopropylethylamine). Yields the product BrC=1C=C2C=C(NC2=C(C1)Cl)C(=O)N1CCC(CC1)(F)F ((5-Bromo-7-chloro-1H-indol-2-yl)-(4,4-difluoro-piperidin-1-yl)-methanone). Procedure details: The title compound was synthesized in analogy to example 1 from 5-bromo-7-chloro-1H-indole-2-carboxylic acid (commercially available), O-(benzotriazol-1-yl)-N,N,N′,N′-tetramethyluronium tetrafluoroborate (commercially available), 2,4-difluoro piperidine (commercially available) and N,N-diisopropylethylamine in N,N-dimethylformamide to give the desired product as a colorless foam (89%). The yield is 89.0%.